Task: describe an organic reaction: reactants, conditions, products, and yield. Dataset: the Open Reaction Database (ORD), a public repository of structured organic reaction records The reactants are NC1=C(C=C(C=C1)N1CCN(CCC1)C(=O)OC(C)(C)C)NS(=O)(=O)C (N-{2-amino-5-(4-t-butyloxycarbonyl-1,4-diazepan-1-yl)-phenyl}methanesulfonamide), COC=1C=C(C=CC1)S(=O)(=O)Cl (3-methoxybenzenesulfonylchloride). The product is Cl.N1(CCNCCC1)C1=CC(=C(C=C1)NS(=O)(=O)C1=CC(=CC=C1)OC)NS(=O)(=O)C (N-{4-(1,4-diazepan-1-yl)-2-[(methylsulfonyl)amino]phenyl}-3-methoxybenzene-sulfonamide hydrochloride). Reaction SMILES: [NH2:1][C:2]1[CH:7]=[CH:6][C:5]([N:8]2[CH2:14][CH2:13][CH2:12][N:11](C(OC(C)(C)C)=O)[CH2:10][CH2:9]2)=[CH:4][C:3]=1[NH:22][S:23]([CH3:26])(=[O:25])=[O:24].[CH3:27][O:28][C:29]1[CH:30]=[C:31]([S:35]([Cl:38])(=[O:37])=[O:36])[CH:32]=[CH:33][CH:34]=1>>[ClH:38].[N:8]1([C:5]2[CH:6]=[CH:7][C:2]([NH:1][S:35]([C:31]3[CH:32]=[CH:33][CH:34]=[C:29]([O:28][CH3:27])[CH:30]=3)(=[O:37])=[O:36])=[C:3]([NH:22][S:23]([CH3:26])(=[O:24])=[O:25])[CH:4]=2)[CH2:14][CH2:13][CH2:12][NH:11][CH2:10][CH2:9]1 |f:2.3|. Procedure details: The compound was synthesized from N-{2-amino-5-(4-t-butyloxycarbonyl-1,4-diazepan-1-yl)-phenyl}methanesulfonamide and 3-methoxybenzenesulfonylchloride (94 mg, 0.455 mmol) to give 160 mg as a purple solid. M+1 455.2 Calcd 455.13.